From a dataset of the Open Reaction Database (ORD), a public repository of structured organic reaction records. describe an organic reaction: reactants, conditions, products, and yield The product is COC(=O)C(C)Oc1cc(Cl)ccc1COc1ccc(N2C(=O)CN(C(C)C)C2=O)c(F)c1. Reactants: O=C([O-])[O-], CC(C)N1CC(=O)N(c2ccc(O)cc2F)C1=O, CCC(C)=O, COC(=O)C(C)Oc1cc(Cl)ccc1CCl, [K+], [K+]. As a reaction SMILES: [C:35](=[O:36])([O-:37])[O-:38].[CH3:1][CH:2]([CH3:3])[N:4]1[C:5](=[O:18])[N:6]([c:10]2[c:11]([F:17])[cH:12][c:13]([OH:16])[cH:14][cH:15]2)[C:7](=[O:9])[CH2:8]1.[CH3:41][C:42](=[O:43])[CH2:44][CH3:45].[Cl:19][CH2:20][c:21]1[c:22]([O:23][CH:24]([C:25](=[O:26])[O:27][CH3:28])[CH3:29])[cH:30][c:31]([Cl:34])[cH:32][cH:33]1.[K+:39].[K+:40]>>[CH3:1][CH:2]([CH3:3])[N:4]1[C:5](=[O:18])[N:6]([c:10]2[c:11]([F:17])[cH:12][c:13]([O:16][CH2:20][c:21]3[c:22]([O:23][CH:24]([C:25](=[O:26])[O:27][CH3:28])[CH3:29])[cH:30][c:31]([Cl:34])[cH:32][cH:33]3)[cH:14][cH:15]2)[C:7](=[O:9])[CH2:8]1. Reactants: OC(C)C=1N(C=C(C(C1)=O)OCC1=CC=C(C=C1)OC)C1=CC(=CC=C1)C1=CN=CC2=CC=CC=C12 (2-(1-hydroxyethyl)-1-[3-(isoquinolin-4-yl)phenyl]-5˜[(4-methoxybenzyl)oxy]pyridin-4(1H)-one), FC(C(=O)O)(F)F (trifluoroacetic acid). The solvent is ClCCl (dichloromethane). The product is OC=1C(C=C(N(C1)C1=CC(=CC=C1)C1=CN=CC2=CC=CC=C12)C(C)O)=O (5-hydroxy-2-(1-hydroxyethyl)-1-[3-(isoquinolin-4-yl)phenyl]pyridin-4(1H)-one). As a reaction SMILES: [OH:1][CH:2]([C:4]1[N:5]([C:21]2[CH:26]=[CH:25][CH:24]=[C:23]([C:27]3[C:36]4[C:31](=[CH:32][CH:33]=[CH:34][CH:35]=4)[CH:30]=[N:29][CH:28]=3)[CH:22]=2)[CH:6]=[C:7]([O:11]CC2C=CC(OC)=CC=2)[C:8](=[O:10])[CH:9]=1)[CH3:3].FC(F)(F)C(O)=O>ClCCl>[OH:11][C:7]1[C:8](=[O:10])[CH:9]=[C:4]([CH:2]([OH:1])[CH3:3])[N:5]([C:21]2[CH:26]=[CH:25][CH:24]=[C:23]([C:27]3[C:36]4[C:31](=[CH:32][CH:33]=[CH:34][CH:35]=4)[CH:30]=[N:29][CH:28]=3)[CH:22]=2)[CH:6]=1. Procedure: To a 25 mL round bottom flask containing 2-(1-hydroxyethyl)-1-[3-(isoquinolin-4-yl)phenyl]-5˜[(4-methoxybenzyl)oxy]pyridin-4(1H)-one was added 5 mL 1:1 (v/v) dichloromethane:trifluoroacetic acid and the solution was stirred at room temperature for 30 minutes and turned deep red. Concentration under nitrogen stream, purification by reversed phase HPLC (2 cm×5 cm CI 8, acetonitrile-water gradient, 0.05% TFA added), and elution from an SCX column (50 g, sulfonic acid, rinsed with MeOH, eluted with ... Starting materials: OCc1ccccc1, ClCCl, O=C(O)CNC(=O)OCc1ccccc1, c1ccc(P(c2ccccc2)c2ccccc2)cc1. The product is O=C(CNC(=O)OCc1ccccc1)OCc1ccccc1. RXN SMILES: [CH2:16]([c:17]1[cH:18][cH:19][cH:20][cH:21][cH:22]1)[OH:23].[CH2:43]([Cl:44])[Cl:45].[OH:1][C:2](=[O:3])[CH2:4][NH:5][C:6](=[O:7])[O:8][CH2:9][c:10]1[cH:11][cH:12][cH:13][cH:14][cH:15]1.[c:24]1([P:25]([c:26]2[cH:27][cH:28][cH:29][cH:30][cH:31]2)[c:32]2[cH:33][cH:34][cH:35][cH:36][cH:37]2)[cH:38][cH:39][cH:40][cH:41][cH:42]1>>[O:1]=[C:2]([O:3][CH2:16][c:17]1[cH:18][cH:19][cH:20][cH:21][cH:22]1)[CH2:4][NH:5][C:6](=[O:7])[O:8][CH2:9][c:10]1[cH:11][cH:12][cH:13][cH:14][cH:15]1. Reactants: C(C)OC(C1=CC(=C(C=C1)C)N1N=CC(=C1)C=1N(C=NC1)C)=O (4-methyl-3-[4-(3-methyl-3H-imidazol-4-yl)-pyrazol-1-yl]-benzoic acid ethyl ester), NC=1C(=C(C=C(C1)C(C)(C)C)NS(=O)(=O)C)OC (N-(3-amino-5-tert-butyl-2-methoxy-phenyl)-methane-sulfonamide), [Li+].C[Si](C)(C)[N-][Si](C)(C)C (LHMDS), [Li]CCCC (n-BuLi). Run in C1CCOC1 (THF), CO (MeOH), C1CCOC1 (THF). Reaction conditions: temperature -78 celsius, time 30 minute. The product is C(C)(C)(C)C=1C=C(C(=C(C1)NC(C1=CC(=C(C=C1)C)N1N=CC(=C1)C=1N(C=NC1)C)=O)OC)NS(=O)(=O)C (N-(5-tert-butyl-3-methanesulfonylamino-2-methoxy-phenyl)-4-methyl-3-[4-(3-methyl-3H-imidazol-4-yl)-pyrazol-1-yl]-benzamide). Yield: 33.6%. Reaction SMILES: [NH2:1][C:2]1[C:3]([O:17][CH3:18])=[C:4]([NH:12][S:13]([CH3:16])(=[O:15])=[O:14])[CH:5]=[C:6]([C:8]([CH3:11])([CH3:10])[CH3:9])[CH:7]=1.[Li]CCCC.[Li+].C[Si]([N-][Si](C)(C)C)(C)C.C([O:36][C:37](=O)[C:38]1[CH:43]=[CH:42][C:41]([CH3:44])=[C:40]([N:45]2[CH:49]=[C:48]([C:50]3[N:51]([CH3:55])[CH:52]=[N:53][CH:54]=3)[CH:47]=[N:46]2)[CH:39]=1)C>C1COCC1.CO>[C:8]([C:6]1[CH:5]=[C:4]([NH:12][S:13]([CH3:16])(=[O:15])=[O:14])[C:3]([O:17][CH3:18])=[C:2]([NH:1][C:37](=[O:36])[C:38]2[CH:43]=[CH:42][C:41]([CH3:44])=[C:40]([N:45]3[CH:49]=[C:48]([C:50]4[N:51]([CH3:55])[CH:52]=[N:53][CH:54]=4)[CH:47]=[N:46]3)[CH:39]=2)[CH:7]=1)([CH3:10])([CH3:11])[CH3:9] |f:2.3|. Reported procedure: A solution of N-(3-amino-5-tert-butyl-2-methoxy-phenyl)-methane-sulfonamide (81 mg, 0.261 mmol) in THF (4 mL) was stirred in a bath cooled to −78° C., and n-BuLi (0.22 mL, 0.548 mmol) was added slowly. The cold bath was removed, and the reaction was allowed to stir for 30 min. LHMDS (0.261 mmol) was then added slowly. The suspension was transferred dropwise to a stirring solution of compound 4-methyl-3-[4-(3-methyl-3H-imidazol-4-yl)-pyrazol-1-yl]-benzoic acid ethyl ester (81 mg, 0.261 mmol) in T...